Dataset: the Open Reaction Database (ORD), a public repository of structured organic reaction records. Task: describe an organic reaction: reactants, conditions, products, and yield Reactants: C(C)(C)(C)OC(=O)N1[C@@H](CC(C1)=NOC)C(=O)O ((2S,4EZ)-1-(tert-butoxycarbonyl)-4-(methoxyimino)-2-pyrrolidine-carboxylic acid), N\C(\CNC(OC(C)(C)C)=O)=N/O (tert-butyl (2Z)-2-amino-2-(hydroxyimino)ethylcarbamate), NC(C1CCN(CC1)C(=O)OC(C)(C)C)=NO (tert-butyl 4-[amino(hydroxyimino)methyl]-1-piperidinecarboxylate), C(C)(C)(C)OC(=O)N1[C@@H](CC(C1)=NOC)C(=O)O ((2S,4EZ)-1-(tert-butoxycarbonyl)-4-(methoxyimino)-2-pyrrolidine-carboxylic acid), C1(=CC=C(C=C1)C(=O)Cl)C1=CC=CC=C1 ([1,1′-biphenyl]-4-carbonyl chloride). Product: CON=C1CN([C@@H](C1)C1=NC(=NO1)CN)C(=O)C1=CC=C(C=C1)C1=CC=CC=C1 ((3EZ,5S)-5-[3-(aminomethyl)-1,2,4-oxadiazol-5-yl]-1-([1,1′-biphenyl]-4-ylcarbonyl)-3-pyrrolidinone O-methyloxime). As a reaction SMILES: C(O[C:6]([N:8]1[CH2:12][C:11](=[N:13][O:14][CH3:15])[CH2:10][C@H:9]1[C:16]([OH:18])=O)=[O:7])(C)(C)C.[C:19]1([C:28]2[CH:33]=[CH:32][CH:31]=[CH:30][CH:29]=2)[CH:24]=[CH:23][C:22](C(Cl)=O)=[CH:21][CH:20]=1.[NH2:34]/[C:35](=[N:45]\O)/[CH2:36][NH:37]C(=O)OC(C)(C)C.NC(=NO)C1CCN(C(OC(C)(C)C)=O)CC1>>[CH3:15][O:14][N:13]=[C:11]1[CH2:10][C@@H:9]([C:16]2[O:18][N:45]=[C:35]([CH2:36][NH2:37])[N:34]=2)[N:8]([C:6]([C:31]2[CH:30]=[CH:29][C:28]([C:19]3[CH:20]=[CH:21][CH:22]=[CH:23][CH:24]=3)=[CH:33][CH:32]=2)=[O:7])[CH2:12]1. Procedure: Following the general method as outlined in Example 59, starting from (2S,4EZ)-1-(tert-butoxycarbonyl)-4-(methoxyimino)-2-pyrrolidine-carboxylic acid (Intermediate 2), [1,1′-biphenyl]-4-carbonyl chloride, and tert-butyl (2Z)-2-amino-2-(hydroxyimino)ethylcarbamate (an Intermediate 7), the title compound was obtained in 85% purity by HPLC. MS(ESI+): m/z=392.0. Starting materials: C[O-], CO, [Na+], [Na], On1c(-c2ccccc2)nc2ccc(Cn3ccnc3)cc21. Product: COn1c(-c2ccccc2)nc2ccc(Cn3ccnc3)cc21. Reaction SMILES: [CH3:1][O-:2].[CH3:27][OH:28].[Na+:3].[Na:4].[n:5]1([CH2:10][c:11]2[cH:12][cH:13][c:14]3[c:15]([n:16]([OH:25])[c:17](-[c:19]4[cH:20][cH:21][cH:22][cH:23][cH:24]4)[n:18]3)[cH:26]2)[cH:6][n:7][cH:8][cH:9]1>>[CH3:1][O:25][n:16]1[c:15]2[c:14]([cH:13][cH:12][c:11]([CH2:10][n:5]3[cH:6][n:7][cH:8][cH:9]3)[cH:26]2)[n:18][c:17]1-[c:19]1[cH:20][cH:21][cH:22][cH:23][cH:24]1. Starting materials: CC(C)(C)C(c1nc(-c2cc(F)ccc2F)nn1Cc1ccccc1)N(CC1CN(C(=O)OCc2ccccc2)CC1F)C(=O)C1CCCO1, CCOC(C)=O. Yields the product CC(C)(C)C(c1nc(-c2cc(F)ccc2F)nn1Cc1ccccc1)N(CC1CNCC1F)C(=O)C1CCCO1. Reaction SMILES: [CH2:1]([c:2]1[cH:3][cH:4][cH:5][cH:6][cH:7]1)[n:8]1[n:9][c:10](-[c:43]2[c:44]([F:50])[cH:45][cH:46][c:47]([F:49])[cH:48]2)[n:11][c:12]1[CH:13]([C:14]([CH3:15])([CH3:16])[CH3:17])[N:18]([C:19](=[O:20])[CH:21]1[O:22][CH2:23][CH2:24][CH2:25]1)[CH2:26][CH:27]1[CH2:28][N:29]([C:33]([O:34][CH2:35][c:36]2[cH:37][cH:38][cH:39][cH:40][cH:41]2)=[O:42])[CH2:30][CH:31]1[F:32].[CH3:51][CH2:52][O:53][C:54]([CH3:55])=[O:56]>>[CH2:1]([c:2]1[cH:3][cH:4][cH:5][cH:6][cH:7]1)[n:8]1[n:9][c:10](-[c:43]2[c:44]([F:50])[cH:45][cH:46][c:47]([F:49])[cH:48]2)[n:11][c:12]1[CH:13]([C:14]([CH3:15])([CH3:16])[CH3:17])[N:18]([C:19](=[O:20])[CH:21]1[O:22][CH2:23][CH2:24][CH2:25]1)[CH2:26][CH:27]1[CH2:28][NH:29][CH2:30][CH:31]1[F:32]. Reactants: COC1=CC(=C(C=C1)N=[N+]=[N-])[N+](=O)[O-] (4-methoxy-2-nitrophenylazide). Run in C1(=CC=CC=C1)C (toluene). Conditions: temperature 110 celsius, time 2 hour. Yields the product C1=CC2=NO[N+](=C2C=C1)[O-] (benzofuroxan). Isolated yield 94.3%. Reaction SMILES: CO[C:3]1[CH:8]=[CH:7][C:6]([N:9]=[N+]=[N-])=[C:5]([N+:12]([O-:14])=[O:13])[CH:4]=1>C1(C)C=CC=CC=1>[CH:8]1[CH:3]=[CH:4][C:5]2[C:6](=[N:9][O:13][N+:12]=2[O-:14])[CH:7]=1. Procedure details: A mixture of the 4-methoxy-2-nitrophenylazide (5.06 g, 26.1 mmol) and 7.8 mL of fleshly distilled toluene was heated to 110° C. for three hours and then cooled to 95° C. and stirred for an additional two hours. The toluene was removed in vacuo to give a brown solid. The crude product was recrystallized from methanol to yield 3.35 g (77% yield) of benzofuroxan as orange-brown crystals (m.p. 114°-115° C.). Rf 0.30 in 20% ethyl acetate/hexane. 1HNMR (CDCl3) δ 6.19 7.45 (m, 3H), 3.89 (s, 3H). Reactants: BrCCBr, CC(C)(C)c1ccc(Br)cc1, Cc1cccc(Cl)c1C, Cl[Ni]Cl, Cl, I, [Mg], C1CCOC1. Yields the product Cc1cccc(-c2ccc(C(C)(C)C)cc2)c1C. Reaction SMILES: [Br:12][CH2:13][CH2:14][Br:15].[C:16]([CH3:17])([CH3:18])([CH3:19])[c:20]1[cH:21][cH:22][c:23]([Br:26])[cH:24][cH:25]1.[CH3:3][c:4]1[c:5]([Cl:11])[cH:6][cH:7][cH:8][c:9]1[CH3:10].[Cl:33][Ni:34][Cl:35].[ClH:27].[I:2].[Mg:1].[O:28]1[CH2:29][CH2:30][CH2:31][CH2:32]1>>[CH3:3][c:4]1[c:5](-[c:23]2[cH:22][cH:21][c:20]([C:16]([CH3:17])([CH3:18])[CH3:19])[cH:25][cH:24]2)[cH:6][cH:7][cH:8][c:9]1[CH3:10]. As a reaction SMILES: [CH:1]1[C:10]2[C:5](=[CH:6][CH:7]=[CH:8][CH:9]=2)[CH:4]=[CH:3][C:2]=1[S:11]([NH:14][C:15]1[CH:16]=[C:17]([CH:30]=[CH:31][CH:32]=1)[C:18]([NH:20][C:21]1[CH:29]=[CH:28][C:24]([C:25]([OH:27])=[O:26])=[CH:23][CH:22]=1)=[O:19])(=[O:13])=[O:12].[CH:33]1C2C(=CC=CC=2)C=C[C:34]=1S(Cl)(=O)=O>>[CH2:33]([O:26][C:25](=[O:27])[C:24]1[CH:28]=[CH:29][C:21]([NH:20][C:18](=[O:19])[C:17]2[CH:30]=[CH:31][CH:32]=[C:15]([NH:14][S:11]([C:2]3[CH:3]=[CH:4][C:5]4[C:10](=[CH:9][CH:8]=[CH:7][CH:6]=4)[CH:1]=3)(=[O:12])=[O:13])[CH:16]=2)=[CH:22][CH:23]=1)[CH3:34]. The reactants are C1=C(C=CC2=CC=CC=C12)S(=O)(=O)NC=1C=C(C(=O)NC2=CC=C(C(=O)O)C=C2)C=CC1 (4-[3-(Naphthalene-2-sulfonylamino)-benzoylamino]-benzoic acid), C1=C(C=CC2=CC=CC=C12)S(=O)(=O)Cl (naphthalene-2-sulfonyl chloride). Procedure details: 4-[3-(Naphthalene-2-sulfonylamino)-benzoylamino]-benzoic acid, MS (ISP): m/e=445.1 (M−H), was prepared in analogy to example 1, steps A to D. Step C was performed using naphthalene-2-sulfonyl chloride and yielded 4-[3-(naphthalene-2-sulfonylamino)-benzoylamino]-benzoic acid ethyl ester, which was hydrolyzed in step D. Yields the product C(C)OC(C1=CC=C(C=C1)NC(C1=CC(=CC=C1)NS(=O)(=O)C1=CC2=CC=CC=C2C=C1)=O)=O (4-[3-(naphthalene-2-sulfonylamino)-benzoylamino]-benzoic acid ethyl ester). Starting materials: C(C=C)OC(=O)N1[C@@H](C[C@H](C1)O[Si](C)(C)C(C)(C)C)C=C(C(C)=O)C ((2S,4R)-1-allyloxycarbonyl-4-t-butyldimethylsilyloxy-2-(2-methyl-3-oxo-1-butenyl)-pyrrolidine), [F-].C(CCC)[N+](CCCC)(CCCC)CCCC (tetrabutylammonium fluoride), C(C)(=O)OCC (ethyl acetate), O (water). The solvent is O1CCCC1 (tetrahydrofuran), O1CCCC1 (tetrahydrofuran). Reaction conditions: time 1 hour. The product is C(C=C)OC(=O)N1[C@@H](C[C@H](C1)O)C=C(C(C)=O)C ((2S,4R)-1-allyloxycarbonyl-4-hydroxy-2-(2-methyl-3-oxo-1-butenyl)pyrrolidine). Yield: 82.8%. As a reaction SMILES: [CH2:1]([O:4][C:5]([N:7]1[CH2:11][C@H:10]([O:12][Si](C(C)(C)C)(C)C)[CH2:9][C@H:8]1[CH:20]=[C:21]([CH3:25])[C:22](=[O:24])[CH3:23])=[O:6])[CH:2]=[CH2:3].[F-].C([N+](CCCC)(CCCC)CCCC)CCC.C(OCC)(=O)C.O>O1CCCC1>[CH2:1]([O:4][C:5]([N:7]1[CH2:11][C@H:10]([OH:12])[CH2:9][C@H:8]1[CH:20]=[C:21]([CH3:25])[C:22](=[O:24])[CH3:23])=[O:6])[CH:2]=[CH2:3] |f:1.2|. Reported procedure: To a solution of (2S,4R)-1-allyloxycarbonyl-4-t-butyldimethylsilyloxy-2-(2-methyl-3-oxo-1-butenyl)-pyrrolidine (9.9 g) in tetrahydrofuran (99 ml) was added lM solution of tetrabutylammonium fluoride in tetrahydrofuran (32.3 ml) at 0° C. After stirring at room temperature for 1 hour, the reaction mixture was poured into a mixture of ethyl acetate (200 ml) and water (100 ml). The aqueous layer was separated and extracted with ethyl acetate. The combined organic layer was washed twice with 1N hydro...